From a dataset of the Open Reaction Database (ORD), a public repository of structured organic reaction records. describe an organic reaction: reactants, conditions, products, and yield Starting materials: CC(=O)Nc1nc(C)c(-c2ccc(S(=O)(=O)Cl)s2)s1, CC1(C)OCC(CN)O1, CCN(C(C)C)C(C)C, ClCCl. Yields the product CC(=O)Nc1nc(C)c(-c2ccc(S(=O)(=O)NCC3COC(C)(C)O3)s2)s1. As a reaction SMILES: [C:1]([CH3:2])(=[O:3])[NH:4][c:5]1[s:6][c:7](-[c:11]2[cH:12][cH:13][c:14]([S:16](=[O:17])(=[O:18])[Cl:19])[s:15]2)[c:8]([CH3:10])[n:9]1.[CH3:20][C:21]1([CH3:28])[O:22][CH2:23][CH:24]([CH2:26][NH2:27])[O:25]1.[CH:29]([N:30]([CH2:31][CH3:32])[CH:33]([CH3:34])[CH3:35])([CH3:36])[CH3:37].[Cl:38][CH2:39][Cl:40]>>[C:1]([CH3:2])(=[O:3])[NH:4][c:5]1[s:6][c:7](-[c:11]2[cH:12][cH:13][c:14]([S:16](=[O:17])(=[O:18])[NH:27][CH2:26][CH:24]3[CH2:23][O:22][C:21]([CH3:20])([CH3:28])[O:25]3)[s:15]2)[c:8]([CH3:10])[n:9]1.